Dataset: the Open Reaction Database (ORD), a public repository of structured organic reaction records. Task: describe an organic reaction: reactants, conditions, products, and yield The reactants are CC(C)=CCCl, Cc1ccccc1, c1ccc(P(c2ccccc2)c2ccccc2)cc1. Product: CC(C)=CC[P+](c1ccccc1)(c1ccccc1)c1ccccc1, [Cl-]. RXN SMILES: [CH3:1][C:2](=[CH:3][CH2:4][Cl:5])[CH3:6].[CH3:26][c:27]1[cH:28][cH:29][cH:30][cH:31][cH:32]1.[c:7]1([P:13]([c:14]2[cH:15][cH:16][cH:17][cH:18][cH:19]2)[c:20]2[cH:21][cH:22][cH:23][cH:24][cH:25]2)[cH:8][cH:9][cH:10][cH:11][cH:12]1>>[CH3:1][C:2](=[CH:3][CH2:4][P+:13]([c:7]1[cH:8][cH:9][cH:10][cH:11][cH:12]1)([c:14]1[cH:15][cH:16][cH:17][cH:18][cH:19]1)[c:20]1[cH:21][cH:22][cH:23][cH:24][cH:25]1)[CH3:6].[Cl-:5].